Dataset: the Open Reaction Database (ORD), a public repository of structured organic reaction records. Task: describe an organic reaction: reactants, conditions, products, and yield Reactants: C(C1=CC=CC=C1)N1C(CCCC1)COC1=CC=C(C=C1)C(=O)C=1C2=C(SC1C1=CC=C(C=C1)OC)C=C(C=C2)OC ([4-(1-Benzyl-piperidine-2-ylmethoxy)-phenyl]-[6-methoxy-2-(4-methoxy -phenyl)-benzo[b]thiophen-3-yl]-methanone), B(Br)(Br)Br (boron tribromide). The solvent is C(Cl)Cl (methylene chloride). The product is C(C1=CC=CC=C1)N1C(CCCC1)COC1=CC=C(C=C1)C(=O)C=1C2=C(SC1C1=CC=C(C=C1)O)C=C(C=C2)O ([4-(1-Benzyl-piperidine-2-ylmethoxy)-phenyl]-[6-hydroxy-2-(4-hydroxy -phenyl)-benzo[b]thiophen-3-yl]-methanone). RXN SMILES: [CH2:1]([N:8]1[CH2:13][CH2:12][CH2:11][CH2:10][CH:9]1[CH2:14][O:15][C:16]1[CH:21]=[CH:20][C:19]([C:22]([C:24]2[C:25]3[CH:40]=[CH:39][C:38]([O:41]C)=[CH:37][C:26]=3[S:27][C:28]=2[C:29]2[CH:34]=[CH:33][C:32]([O:35]C)=[CH:31][CH:30]=2)=[O:23])=[CH:18][CH:17]=1)[C:2]1[CH:7]=[CH:6][CH:5]=[CH:4][CH:3]=1.B(Br)(Br)Br>C(Cl)Cl>[CH2:1]([N:8]1[CH2:13][CH2:12][CH2:11][CH2:10][CH:9]1[CH2:14][O:15][C:16]1[CH:17]=[CH:18][C:19]([C:22]([C:24]2[C:25]3[CH:40]=[CH:39][C:38]([OH:41])=[CH:37][C:26]=3[S:27][C:28]=2[C:29]2[CH:30]=[CH:31][C:32]([OH:35])=[CH:33][CH:34]=2)=[O:23])=[CH:20][CH:21]=1)[C:2]1[CH:7]=[CH:6][CH:5]=[CH:4][CH:3]=1. Procedure details: The product from Step 3 (295 mg, 0.5 mmol) was combined with boron tribromide (2.50 mL, 1M in dichloromethane, 2.5 mmol) in 4 mL of methylene chloride at room temperature. After 2 hours the reaction was quenched with saturated sodium bicarbonate solution and extracted into chloroform-methanol (10: 1). The combined organic layers was washed with brine and dried over anhydrous magnesium sulfate. After filtration, concentration and silica gel column chromatography with 40% ethyl acetate-hexanes as ... Starting materials: C(C=C)(=O)Cl (acryloyl chloride), CN(CCN(C=1C(=CC(=C(C1)OC)NC1=NC=CC(=N1)C=1C=NN2C1C=CC=C2)N)C)C (N1-(2-dimethylaminoethyl)-5-methoxy-N1-methyl-N4-(4-pyrazolo[1,5-a]pyridin-3-ylpyrimidin-2-yl)benzene-1,2,4-triamine), CN(CCN(C=1C(=CC(=C(C1)OC)NC1=NC=CC(=N1)C=1C=NN2C1C=CC=C2)N)C)C (N1-(2-dimethylaminoethyl)-5-methoxy-N1-methyl-N4-(4-pyrazolo[1,5-a]pyridin-3-ylpyrimidin-2-yl)benzene-1,2,4-triamine). Run in C(Cl)Cl (CH2Cl2), C(Cl)Cl (CH2Cl2), CO.C(Cl)Cl (CH3OH CH2Cl2). Conditions: time 0.5 hour. Product: CN(CCN(C1=C(C=C(C(=C1)OC)NC1=NC=CC(=N1)C=1C=NN2C1C=CC=C2)NC(C=C)=O)C)C (N-{2-[2-Dimethylaminoethyl-methylamino]-4-methoxy-5-[(4-pyrazolo[1,5-a]pyridin-3-ylpyrimidin-2-yl)amino]phenyl}prop-2-enamide). Isolated yield 63.3%. As a reaction SMILES: [C:1](Cl)(=[O:4])[CH:2]=[CH2:3].[CH3:6][N:7]([CH3:37])[CH2:8][CH2:9][N:10]([CH3:36])[C:11]1[C:12]([NH2:35])=[CH:13][C:14]([NH:19][C:20]2[N:25]=[C:24]([C:26]3[CH:27]=[N:28][N:29]4[CH:34]=[CH:33][CH:32]=[CH:31][C:30]=34)[CH:23]=[CH:22][N:21]=2)=[C:15]([O:17][CH3:18])[CH:16]=1>C(Cl)Cl.CO.C(Cl)Cl>[CH3:37][N:7]([CH3:6])[CH2:8][CH2:9][N:10]([CH3:36])[C:11]1[CH:16]=[C:15]([O:17][CH3:18])[C:14]([NH:19][C:20]2[N:25]=[C:24]([C:26]3[CH:27]=[N:28][N:29]4[CH:34]=[CH:33][CH:32]=[CH:31][C:30]=34)[CH:23]=[CH:22][N:21]=2)=[CH:13][C:12]=1[NH:35][C:1](=[O:4])[CH:2]=[CH2:3] |f:3.4|. Procedure details: A solution of acryloyl chloride (63 μL, 0.78 mmol) in CH2Cl2 (3.60 mL) was added dropwise over 5 minutes to N1-(2-dimethylaminoethyl)-5-methoxy-N1-methyl-N4-(4-pyrazolo[1,5-a]pyridin-3-ylpyrimidin-2-yl)benzene-1,2,4-triamine (Intermediate 158, 320 mg, 0.74 mmol) in CH2Cl2 (10.8 mL), which was cooled in an ice/CH3OH bath. The mixture was stirred for 0.5 h, and was then diluted with 10% CH3OH/CH2Cl2. The resulting solution was washed with sat. NaHCO3, dried (MgSO4) and concentrated in vacuo. Purif... Reaction SMILES: [NH2:1][C:2]1[CH:10]=[CH:9][C:8]([F:11])=[CH:7][C:3]=1[C:4]([OH:6])=[O:5].Cl.[CH3:13]O>>[NH2:1][C:2]1[CH:10]=[CH:9][C:8]([F:11])=[CH:7][C:3]=1[C:4]([O:6][CH3:13])=[O:5] |f:1.2|. The product is NC1=C(C(=O)OC)C=C(C=C1)F (Methyl 2-amino-5-fluorobenzoate). Conditions: temperature 100 celsius. The yield is 42.0%. Reported procedure: A solution of 2-amino-5-fluorobenzoic acid (9.29 mmol, 1.440 g) in a mixture of HCl/MeOH (3N, 30 ml) was heated at 100° C. overnight. The solvent was evaporated and the crude mixture was extracted between DCM and K2CO3 saturated aqueous solution. The organic phase was evaporated and the crude mixture was purified by chromatography over SiO2 with hexane/ethyl acetate mixtures affording 0.650 g (yield 42%) of the expected product. Starting materials: NC1=C(C(=O)O)C=C(C=C1)F (2-amino-5-fluorobenzoic acid), Cl.CO (HCl MeOH). The reactants are O1C(=CC=C1)C=1C(=NC=CC1)N (3-furan-2-ylpyridin-2-amine), BrBr (bromine), CCCCCC (hexane), C(C)(=O)OCC (ethyl acetate). The solvent is C(C)(=O)O (acetic acid), C(C)(=O)O (acetic acid). Conditions: time 8 hour. The product is Br.BrC1=CC=C(O1)C=1C(=NC=CC1)N (3-(5-bromofuran-2-yl)pyridin-2-amine Hydrobromide). Isolated yield 187.4%. Reaction SMILES: [Br:1]Br.[O:3]1[CH:7]=[CH:6][CH:5]=[C:4]1[C:8]1[C:9]([NH2:14])=[N:10][CH:11]=[CH:12][CH:13]=1.CCCCCC.C(OCC)(=O)C>C(O)(=O)C>[BrH:1].[Br:1][C:7]1[O:3][C:4]([C:8]2[C:9]([NH2:14])=[N:10][CH:11]=[CH:12][CH:13]=2)=[CH:5][CH:6]=1 |f:5.6|. Procedure details: A mixture of bromine (1425 mg) in acetic acid (30 mL) was added to a mixture of 3-furan-2-ylpyridin-2-amine (1500 mg) in acetic acid (30 mL) under ice-cooling, and the reaction mixture was stirred at room temperature overnight. To the reaction mixture was added a mixture of hexane and ethyl acetate. The resulting precipitate was collected by filtration and washed with ethyl acetate to give the title compound (2674 mg) as a brown solid. Reactants: C(C)(C)(C)OC(CN1C(=NC2=C1C=CC(=C2)N(C(C2=C(C=CC=C2F)F)=O)CC2=CC=CC=C2)CCC)=O ({5-[Benzyl-(2,6-difluoro-benzoyl)-amino]-2-propyl-benzoimidazol-1-yl}-acetic acid tert-butyl ester), C(=O)(C(F)(F)F)O (TFA). Yields the product C(C1=CC=CC=C1)N(C1=CC2=C(N(C(=N2)CCC)CC(=O)O)C=C1)C(C1=C(C=CC=C1F)F)=O ({5-[Benzyl-(2,6-difluoro-benzoyl)-amino]-2-propyl-benzoimidazol-1-yl}-acetic acid). RXN SMILES: C([O:5][C:6](=[O:38])[CH2:7][N:8]1[C:12]2[CH:13]=[CH:14][C:15]([N:17]([CH2:28][C:29]3[CH:34]=[CH:33][CH:32]=[CH:31][CH:30]=3)[C:18](=[O:27])[C:19]3[C:24]([F:25])=[CH:23][CH:22]=[CH:21][C:20]=3[F:26])=[CH:16][C:11]=2[N:10]=[C:9]1[CH2:35][CH2:36][CH3:37])(C)(C)C.C(O)(C(F)(F)F)=O>>[CH2:28]([N:17]([C:18](=[O:27])[C:19]1[C:24]([F:25])=[CH:23][CH:22]=[CH:21][C:20]=1[F:26])[C:15]1[CH:14]=[CH:13][C:12]2[N:8]([CH2:7][C:6]([OH:38])=[O:5])[C:9]([CH2:35][CH2:36][CH3:37])=[N:10][C:11]=2[CH:16]=1)[C:29]1[CH:34]=[CH:33][CH:32]=[CH:31][CH:30]=1. Procedure: {5-[Benzyl-(2,6-difluoro-benzoyl)-amino]-2-propyl-benzoimidazol-1-yl}-acetic acid tert-butyl ester (0.12 mmol) was treated with TFA (2 mL) for 2 hours, concentrated, and purified by preparative LCMS to give the title compound. 1H NMR (d6-DMSO) δ7.28 (m, 8H), 6.93 (m, 2H), 6.79 (m, 1H), 5.09 (s, 2H), 4.58 (s, 2H), 2.61 (t, 2H), 1.69 (m, 2H), 0.92 (t, 3H). MS calculated for C26H23F2N3O3+H: 464, observed: 464.